From a dataset of the Open Reaction Database (ORD), a public repository of structured organic reaction records. describe an organic reaction: reactants, conditions, products, and yield The reactants are C(C(=O)O)(=O)O (oxalic acid), O1[C@@H](C1)COC1=C2C=CNC2=CC=C1 ((S)-(+)-4-(oxiranylmethoxy)-1H-indole), ClC1=C(C=CC=2CCNCCC21)Cl (6,7-dichloro-2,3,4,5-tetrahydro-1H-3-benzazepine), CO (methanol). The solvent is C(C)(=O)OCC (ethyl acetate), C(C)(=O)OCC (ethyl acetate). Product: C(C(=O)O)(=O)O.N1C=CC2=C(C=CC=C12)OCC(CN1CCC2=C(CC1)C=CC(=C2Cl)Cl)O (4-indolyloxy -3-(6,7-dichloro-2,3,4,5-tetrahydro-1H-3-benzazepin-3-yl)-2-propanol ethanedioate). RXN SMILES: [O:1]1[CH2:3][C@H:2]1[CH2:4][O:5][C:6]1[CH:14]=[CH:13][CH:12]=[C:11]2[C:7]=1[CH:8]=[CH:9][NH:10]2.[Cl:15][C:16]1[C:26]2[CH2:25][CH2:24][NH:23][CH2:22][CH2:21][C:20]=2[CH:19]=[CH:18][C:17]=1[Cl:27].[C:28]([OH:33])(=[O:32])[C:29]([OH:31])=[O:30].CO>C(OCC)(=O)C>[C:28]([OH:33])(=[O:32])[C:29]([OH:31])=[O:30].[NH:10]1[C:11]2[C:7](=[C:6]([O:5][CH2:4][CH:2]([OH:1])[CH2:3][N:23]3[CH2:22][CH2:21][C:20]4[CH:19]=[CH:18][C:17]([Cl:27])=[C:16]([Cl:15])[C:26]=4[CH2:25][CH2:24]3)[CH:14]=[CH:13][CH:12]=2)[CH:8]=[CH:9]1 |f:5.6|. Reported procedure: The title compound was prepared in similar fashion from (S)-(+)-4-(oxiranylmethoxy)-1H-indole and 6,7-dichloro-2,3,4,5-tetrahydro-1H-3-benzazepine. The resulting free base was dissolved in ethyl acetate, and precipitated with one equivalent of oxalic acid in ethyl acetate in 77% overall yield. FDMS m/e=405 (M+ of free base). α[D]589 =-6.87 (c=0.44, methanol).